This data is from the Open Reaction Database (ORD), a public repository of structured organic reaction records. The task is: describe an organic reaction: reactants, conditions, products, and yield The reactants are C1CCOC1, Cc1ncc(-c2ccc3c(c2)OCCn2cc(-c4ncnn4C(C)C)nc2-3)[nH]1, [H-], CI, [Na+], CN(C)C=O, O. Product: Cc1nc(-c2ccc3c(c2)OCCn2cc(-c4ncnn4C(C)C)nc2-3)cn1C. RXN SMILES: [CH2:38]1[O:39][CH2:40][CH2:41][CH2:42]1.[CH:8]([CH3:9])([CH3:10])[n:11]1[n:12][cH:13][n:14][c:15]1-[c:16]1[n:17][c:18]2[n:19]([cH:35]1)[CH2:20][CH2:21][O:22][c:23]1[c:24]-2[cH:25][cH:26][c:27](-[c:29]2[cH:30][n:31][c:32]([CH3:34])[nH:33]2)[cH:28]1.[H-:2].[I:36][CH3:37].[Na+:1].[O:3]=[CH:4][N:5]([CH3:6])[CH3:7].[OH2:43]>>[CH3:4][n:31]1[cH:30][c:29](-[c:27]2[cH:26][cH:25][c:24]3[c:23]([cH:28]2)[O:22][CH2:21][CH2:20][n:19]2[c:18]-3[n:17][c:16](-[c:15]3[n:11]([CH:8]([CH3:9])[CH3:10])[n:12][cH:13][n:14]3)[cH:35]2)[n:33][c:32]1[CH3:34]. The reactants are NC1=C(C#N)C(=CC=C1)OCC(CC)CC (2-amino-6-(2-ethylbutoxy)benzonitrile), O=C(CC(=O)OCC)C (ethyl 3-oxobutanoate). Yields the product NC1=C(C(=NC2=CC=CC(=C12)OCC(CC)CC)C)C(=O)OCC (ethyl 4-amino-5-(2-ethylbutoxy)-2-methylquinoline-3-carboxylate). Reaction SMILES: [NH2:1][C:2]1[CH:9]=[CH:8][CH:7]=[C:6]([O:10][CH2:11][CH:12]([CH2:15][CH3:16])[CH2:13][CH3:14])[C:3]=1[C:4]#[N:5].O=[C:18]([CH3:25])[CH2:19][C:20]([O:22][CH2:23][CH3:24])=[O:21]>>[NH2:5][C:4]1[C:3]2[C:2](=[CH:9][CH:8]=[CH:7][C:6]=2[O:10][CH2:11][CH:12]([CH2:15][CH3:16])[CH2:13][CH3:14])[N:1]=[C:18]([CH3:25])[C:19]=1[C:20]([O:22][CH2:23][CH3:24])=[O:21]. Procedure details: Prepared as in Example 2a from 2-amino-6-(2-ethylbutoxy)benzonitrile (Example 22b) and ethyl 3-oxobutanoate as a white solid (89%). 1H NMR (400 MHz, DMSO-d6) δ 0.90 (t, J=8 Hz, 6H), 1.32 (t, J=8 Hz, 3H), 1.48-1.41 (m, 4H), 1.79-1.73 (m, 1H), 2.54 (s, 3H), 4.08 (d, J=4 Hz, 2H), 4.31 (q, J=8 Hz, 2H), 6.92 (dd, J=2, 8 Hz, 1H), 7.23 (dd, J=2, 8 Hz, 1H), 7.50 (t, J=8 Hz, 1H), 8.04 (brs, 1H). MS 331 (MH+). The reactants are COC(=O)c1ccc(CBr)cc1, Clc1ccccc1Cl, [K+], [N-]=C=S, C1COCCOCCOCCOCCOCCO1. Yields the product COC(=O)c1ccc(CN=C=S)cc1. As a reaction SMILES: [CH3:1][O:2][C:3]([c:4]1[cH:5][cH:6][c:7]([CH2:10][Br:11])[cH:8][cH:9]1)=[O:12].[Cl:35][c:36]1[c:37]([Cl:38])[cH:39][cH:40][cH:41][cH:42]1.[K+:16].[N-:13]=[C:14]=[S:15].[O:17]1[CH2:18][CH2:19][O:20][CH2:21][CH2:22][O:23][CH2:24][CH2:25][O:26][CH2:27][CH2:28][O:29][CH2:30][CH2:31][O:32][CH2:33][CH2:34]1>>[CH3:1][O:2][C:3]([c:4]1[cH:5][cH:6][c:7]([CH2:10][N:13]=[C:14]=[S:15])[cH:8][cH:9]1)=[O:12]. The solvent is C(Cl)Cl (DCM). Run at temperature 0 celsius, time 1 hour. The yield is 82.3%. Reactants: C(C1=CC=CC=C1)OC[C@@H](C1=NC2=C(N1C1=NC=CC=C1)C=C(C=C2)F)NC2=C1NC=NC1=NC=N2 ([(R)-2-benzyloxy-1-(6-fluoro-1-pyridin-2-yl-1H-benzoimidazol-2-yl)ethyl](7H-purin-6-yl)amine), B(Br)(Br)Br (boron tribromide), CO (MeOH). Reaction SMILES: C([O:8][CH2:9][C@H:10]([NH:27][C:28]1[N:36]=[CH:35][N:34]=[C:33]2[C:29]=1[NH:30][CH:31]=[N:32]2)[C:11]1[N:15]([C:16]2[CH:21]=[CH:20][CH:19]=[CH:18][N:17]=2)[C:14]2[CH:22]=[C:23]([F:26])[CH:24]=[CH:25][C:13]=2[N:12]=1)C1C=CC=CC=1.B(Br)(Br)Br.CO>C(Cl)Cl>[F:26][C:23]1[CH:24]=[CH:25][C:13]2[N:12]=[C:11]([C@@H:10]([NH:27][C:28]3[N:36]=[CH:35][N:34]=[C:33]4[C:29]=3[N:30]=[CH:31][NH:32]4)[CH2:9][OH:8])[N:15]([C:16]3[CH:21]=[CH:20][CH:19]=[CH:18][N:17]=3)[C:14]=2[CH:22]=1. Product: FC=1C=CC2=C(N(C(=N2)[C@H](CO)NC2=C3N=CNC3=NC=N2)C2=NC=CC=C2)C1 ((R)-2-(6-Fluoro-1-pyridin-2-yl-1H-benzoimidazol-2-yl)-2-(9H-purin-6-ylamino)-ethanol). Procedure: To a solution of [(R)-2-benzyloxy-1-(6-fluoro-1-pyridin-2-yl-1H-benzoimidazol-2-yl)ethyl](7H-purin-6-yl)amine (336 mg, 0.7 mmol) in anhydrous DCM (8 mL) at 0° C. under a nitrogen atmosphere was added dropwise boron tribromide (1.0M in DCM, 2.6 mL, 2.6 mmol). The reaction mixture was stirred at 0° C. for 1 h. MeOH was added and the volatiles removed under reduced pressure. The resulting residue was purified by column chromatography (Si—PCC, gradient 0-10% MeOH in DCM) to afford 280 as a white sol... The reactants are O=C([O-])O, Cc1ccccc1, CN1CCN(C(CN2CCNCC2)c2ccc(F)cc2)CC1, [Na+], O=C(Cl)CCCc1cccc2ccccc12. The product is CN1CCN(C(CN2CCN(C(=O)CCCc3cccc4ccccc34)CC2)c2ccc(F)cc2)CC1. As a reaction SMILES: [C:39](=[O:40])([OH:41])[O-:42].[CH3:44][c:45]1[cH:46][cH:47][cH:48][cH:49][cH:50]1.[F:17][c:18]1[cH:19][cH:20][c:21]([CH:24]([CH2:25][N:26]2[CH2:27][CH2:28][NH:29][CH2:30][CH2:31]2)[N:32]2[CH2:33][CH2:34][N:35]([CH3:38])[CH2:36][CH2:37]2)[cH:22][cH:23]1.[Na+:43].[c:1]1([CH2:11][CH2:12][CH2:13][C:14](=[O:15])[Cl:16])[cH:2][cH:3][cH:4][c:5]2[cH:6][cH:7][cH:8][cH:9][c:10]12>>[c:1]1([CH2:11][CH2:12][CH2:13][C:14](=[O:15])[N:29]2[CH2:28][CH2:27][N:26]([CH2:25][CH:24]([c:21]3[cH:20][cH:19][c:18]([F:17])[cH:23][cH:22]3)[N:32]3[CH2:33][CH2:34][N:35]([CH3:38])[CH2:36][CH2:37]3)[CH2:31][CH2:30]2)[cH:2][cH:3][cH:4][c:5]2[cH:6][cH:7][cH:8][cH:9][c:10]12. Reactants: CC(C(=O)O)C(C)(C1=C(C(C(=C(C1=O)C)C)=O)C)C (2,3-dimethyl-3-(2,3,5-trimethyl-1,4-benzoquinonyl)butyric acid), ClCCN(C1=CC=C(C=C1)O)CCCl (4-[bis(2-chloroethyl)amino]phenol). The product is CC(C(=O)OC1=CC=C(C=C1)N(CCCl)CCCl)C(C)(C1=C(C(C(=C(C1=O)C)C)=O)C)C (4-[bis(2-chloroethyl)amino]phenyl 2,3-dimethyl-3-(2,3,5-trimethyl-1,4-benzoquinonyl)butyrate). Yield: 20.0%. Reaction SMILES: [CH3:1][CH:2]([C:6]([CH3:19])([C:8]1[C:13](=[O:14])[C:12]([CH3:15])=[C:11]([CH3:16])[C:10](=[O:17])[C:9]=1[CH3:18])[CH3:7])[C:3]([OH:5])=[O:4].[Cl:20][CH2:21][CH2:22][N:23]([CH2:31][CH2:32][Cl:33])[C:24]1[CH:29]=[CH:28][C:27](O)=[CH:26][CH:25]=1>>[CH3:1][CH:2]([C:6]([CH3:19])([C:8]1[C:13](=[O:14])[C:12]([CH3:15])=[C:11]([CH3:16])[C:10](=[O:17])[C:9]=1[CH3:18])[CH3:7])[C:3]([O:5][C:27]1[CH:26]=[CH:25][C:24]([N:23]([CH2:22][CH2:21][Cl:20])[CH2:31][CH2:32][Cl:33])=[CH:29][CH:28]=1)=[O:4]. Reported procedure: Using an analogous procedure to that described in Example 1, 2,3-dimethyl-3-(2,3,5-trimethyl-1,4-benzoquinonyl)butyric acid was reacted with 4-[bis(2-chloroethyl)amino]phenol and the product was purified by column chromatography on silica using a 8.5:1.5 mixture of petroleum ether (b.p. 40 to 60° C.) and ethyl acetate as eluent. There was thus obtained to give 4-[bis(2-chloroethyl)amino]phenyl 2,3-dimethyl-3-(2,3,5-trimethyl-1,4-benzoquinonyl)butyrate as an oil in 20% yield; NMR Spectrum: (CDCl3... Reactants: C(=O)(O)[O-].[Na+] (NaHCO3), ClC1=C(C=NC2=CC(=C(C=C12)OC)OC)C(=O)N (4-chloro-6,7-dimethoxy-3-quinolinecarboxamide), NC=1C(=C(C=CC1)O)C (3-amino-2-methylphenol), C(C)(=O)O (acetic acid). Run in CN(C)C=O (DMF), O (water). Reaction conditions: temperature 100 celsius. Yields the product OC=1C(=C(NC2=C(C=NC3=CC(=C(C=C23)OC)OC)C(=O)N)C=CC1)C (4-(3-Hydroxy-2-methylanilino)-6,7-dimethoxy-3-quinolinecarboxamide). RXN SMILES: Cl[C:2]1[C:11]2[C:6](=[CH:7][C:8]([O:14][CH3:15])=[C:9]([O:12][CH3:13])[CH:10]=2)[N:5]=[CH:4][C:3]=1[C:16]([NH2:18])=[O:17].[NH2:19][C:20]1[C:21]([CH3:27])=[C:22]([OH:26])[CH:23]=[CH:24][CH:25]=1.C(O)(=O)C.C([O-])(O)=O.[Na+]>CN(C=O)C.O>[OH:26][C:22]1[C:21]([CH3:27])=[C:20]([CH:25]=[CH:24][CH:23]=1)[NH:19][C:2]1[C:11]2[C:6](=[CH:7][C:8]([O:14][CH3:15])=[C:9]([O:12][CH3:13])[CH:10]=2)[N:5]=[CH:4][C:3]=1[C:16]([NH2:18])=[O:17] |f:3.4|. Reported procedure: A mixture of 4-chloro-6,7-dimethoxy-3-quinolinecarboxamide (0.046 g, 0.17 mmol), 3-amino-2-methylphenol (0.032 g, 0.26 mmol) and acetic acid (40 μl) in DMF (0.8 ml) was heated at 100° C. for 1.5 h. After cooling, the mixture was diluted with water (15 ml) and made alkaline with saturated NaHCO3. The title compound, which slowly precipitated was filtered off and dried to give 34 mg (55%).